This data is from the Open Reaction Database (ORD), a public repository of structured organic reaction records. The task is: describe an organic reaction: reactants, conditions, products, and yield Starting materials: [OH-].[Na+] (NaOH), Cl.COC(C(CC=1C=C2C=CN=C(C2=CC1)N)NC(CNS(=O)(=O)C1=CC2=CC=CC=C2C=C1)=O)=O (3-(1-amino-6-isoquinolinyl)-2-[[2-[(2-naphthalenylsulfonyl)amino]acetyl]amino]propionic acid methyl ester hydrochloride). The solvent is O1CCOCC1 (dioxane), O (water). Conditions: time 1 hour. Product: Cl.NC1=NC=CC2=CC(=CC=C12)CC(C(=O)O)NC(CNS(=O)(=O)C1=CC2=CC=CC=C2C=C1)=O (3-(1-amino-6-isoquinolinyl)-2-[[2-[(2-naphthalenylsulfonyl)amino]acetyl]amino]propionic acid hydrochloride). Isolated yield 102.7%. RXN SMILES: [OH-].[Na+].[ClH:3].C[O:5][C:6](=[O:38])[CH:7]([NH:20][C:21](=[O:37])[CH2:22][NH:23][S:24]([C:27]1[CH:36]=[CH:35][C:34]2[C:29](=[CH:30][CH:31]=[CH:32][CH:33]=2)[CH:28]=1)(=[O:26])=[O:25])[CH2:8][C:9]1[CH:10]=[C:11]2[C:16](=[CH:17][CH:18]=1)[C:15]([NH2:19])=[N:14][CH:13]=[CH:12]2>O1CCOCC1.O>[ClH:3].[NH2:19][C:15]1[C:16]2[C:11](=[CH:10][C:9]([CH2:8][CH:7]([NH:20][C:21](=[O:37])[CH2:22][NH:23][S:24]([C:27]3[CH:36]=[CH:35][C:34]4[C:29](=[CH:30][CH:31]=[CH:32][CH:33]=4)[CH:28]=3)(=[O:26])=[O:25])[C:6]([OH:38])=[O:5])=[CH:18][CH:17]=2)[CH:12]=[CH:13][N:14]=1 |f:0.1,2.3,6.7|. Reported procedure: 0.16 mL of aqueous 2N NaOH was added to a solution of 47 mg of 1k in 1.0 mL of dioxane and 0.5 mL water. After stirring at room temperature for one hour, the reaction mixture was made acidic (pH 2) and extracted with a mixture of n-butanol and dichloromethane. Evaporation of the organic solvents yielded 47 mg of acid 2a. 1H-NMR 200 MHz (CDCl3/CD3OD=3/1) δ: 3.20-3.65 (4H, m), 4.87 (1H, dd, J=7 Hz and J=5 Hz), 7.10 (1H, d, J=7 Hz), 7.41 (1H, d, J=7 Hz), 7.58-8.03 (8H, m), 8.29 (1H, d, 7 Hz), 8.41 ...